Dataset: the Open Reaction Database (ORD), a public repository of structured organic reaction records. Task: describe an organic reaction: reactants, conditions, products, and yield The reactants are FC1=CC=C(C=C1)CC#C (1-fluoro-4-prop-2-ynyl-benzene), O (Water), FC=1C=C(CN2C(N(C3=CC=C(C=C3C2=O)I)C)=O)C=CC1F (3-(3,4-Difluoro-benzyl)-6-iodo-1-methyl-1H-quinazoline-2,4-dione), C(C)(C)N(CC)C(C)C (di-isopropyl ethylamine), bis-triphenylphosphine palladium di-chloride. The reagents and catalysts are [Cu]I (CuI). Run in CN(C)C=O (DMF). Reaction conditions: temperature 70 celsius, time 8 hour. The product is FC1=CC=C(C=C1)C(C#C)O (1-(4-Fluoro-phenyl)-prop-2-yn-1-ol). As a reaction SMILES: FC1C=C(C=CC=1F)CN1C(=[O:16])C2C(=CC=C(I)C=2)N(C)C1=O.C(N(C(C)C)CC)(C)C.[F:33][C:34]1[CH:39]=[CH:38][C:37]([CH2:40][C:41]#[CH:42])=[CH:36][CH:35]=1.O>CN(C=O)C.[Cu]I>[F:33][C:34]1[CH:39]=[CH:38][C:37]([CH:40]([OH:16])[C:41]#[CH:42])=[CH:36][CH:35]=1. Reported procedure: To 0.5 g (1.06 mmol) 3-(3,4-Difluoro-benzyl)-6-iodo-1-methyl-1H-quinazoline-2,4-dione and 0.52 g (4.2 mmol) di-isopropyl ethylamine in 15 ml DMF is added bis-triphenylphosphine palladium di-chloride (catalytic) followed by CuI (catalytic). 0.15 g (1.3 mmol) 1-fluoro-4-prop-2-ynyl-benzene is added and the mixture is heated to 70° C. for 6 hours. The mixture is allowed to cool to room temperature and stir overnight. Water is added and the mixture stirred 30 minutes. Filtered and triturated solid i... Starting materials: CCOC(C#Cc1cc(Cl)ccc1Br)(OCC)OCC, CCO, CCOC(C)=O, CCOC(=O)C1(c2ccc(Cl)cc2C#CC(OCC)(OCC)OCC)CCN(C(=O)OC(C)(C)C)CC1, O, O, Cc1ccc(S(=O)(=O)O)cc1. Product: CCOC(=O)C#Cc1cc(Cl)ccc1C1(C(=O)OCC)CCN(C(=O)OC(C)(C)C)CC1. Reaction SMILES: [Br:1][c:2]1[cH:3][cH:4][c:5]([Cl:6])[cH:7][c:8]1[C:9]#[C:10][C:11]([O:12][CH2:13][CH3:14])([O:15][CH2:16][CH3:17])[O:18][CH2:19][CH3:20].[CH3:70][CH2:71][OH:72].[CH3:74][CH2:75][O:76][C:77]([CH3:78])=[O:79].[Cl:21][c:22]1[cH:23][c:24]([C:46]#[C:47][C:48]([O:49][CH2:50][CH3:51])([O:52][CH2:56][CH3:57])[O:53][CH2:54][CH3:55])[c:25]([C:28]2([C:41](=[O:42])[O:43][CH2:44][CH3:45])[CH2:29][CH2:30][N:31]([C:34](=[O:35])[O:36][C:37]([CH3:38])([CH3:39])[CH3:40])[CH2:32][CH2:33]2)[cH:26][cH:27]1.[OH2:58].[OH2:73].[c:59]1([CH3:60])[cH:61][cH:62][c:63]([S:64]([OH:65])(=[O:66])=[O:67])[cH:68][cH:69]1>>[Cl:21][c:22]1[cH:23][c:24]([C:46]#[C:47][C:48]([O:49][CH2:50][CH3:51])=[O:52])[c:25]([C:28]2([C:41](=[O:42])[O:43][CH2:44][CH3:45])[CH2:29][CH2:30][N:31]([C:34](=[O:35])[O:36][C:37]([CH3:38])([CH3:39])[CH3:40])[CH2:32][CH2:33]2)[cH:26][cH:27]1. Reactants: N[C@H](C(=O)NCCCC[C@@H](CO)N(CC(C)C)S(=O)(=O)C1=CC=C(C=C1)N)C(C1=CC=CC=C1)C1=CC=CC=C1 ((2S,5S)-2-amino-N-{5-[(4-amino-benzenesulfonyl)-isobutyl-amino]-6-hydroxy-hexyl}-3,3-diphenyl-propionamide), product, C(C1=CN=CC=C1)(=O)O (nicotinic acid), [OH-].[Na+] (NaOH). Yields the product NC1=CC=C(C=C1)S(=O)(=O)N([C@@H](CCCCNC(=O)[C@H](C(C1=CC=CC=C1)C1=CC=CC=C1)NC(C1=CN=CC=C1)=O)CO)CC(C)C ((1S,5S)-N-(1-{5-[(4-Amino-benzenesulfonyl)-isobutyl-amino]-6-hydroxy-hexylcarbamoyl}-2,2-diphenyl-ethyl)-nicotinamide). Reaction SMILES: [NH2:1][C@@H:2]([CH:28]([C:35]1[CH:40]=[CH:39][CH:38]=[CH:37][CH:36]=1)[C:29]1[CH:34]=[CH:33][CH:32]=[CH:31][CH:30]=1)[C:3]([NH:5][CH2:6][CH2:7][CH2:8][CH2:9][C@H:10]([N:13]([S:18]([C:21]1[CH:26]=[CH:25][C:24]([NH2:27])=[CH:23][CH:22]=1)(=[O:20])=[O:19])[CH2:14][CH:15]([CH3:17])[CH3:16])[CH2:11][OH:12])=[O:4].[C:41](O)(=[O:48])[C:42]1[CH:47]=[CH:46][CH:45]=[N:44][CH:43]=1.[OH-].[Na+]>>[NH2:27][C:24]1[CH:23]=[CH:22][C:21]([S:18]([N:13]([CH2:14][CH:15]([CH3:17])[CH3:16])[C@H:10]([CH2:11][OH:12])[CH2:9][CH2:8][CH2:7][CH2:6][NH:5][C:3]([C@@H:2]([NH:1][C:41](=[O:48])[C:42]2[CH:47]=[CH:46][CH:45]=[N:44][CH:43]=2)[CH:28]([C:35]2[CH:40]=[CH:39][CH:38]=[CH:37][CH:36]=2)[C:29]2[CH:34]=[CH:33][CH:32]=[CH:31][CH:30]=2)=[O:4])(=[O:20])=[O:19])=[CH:26][CH:25]=1 |f:2.3|. Procedure details: The title compound was then obtained in 65% yield using (2S,5S)-2-amino-N-{5-[(4-amino-benzenesulfonyl)-isobutyl-amino]-6-hydroxy-hexyl}-3,3-diphenyl-propionamide (product of example 72) and nicotinic acid with general procedure A. However, 1.0N NaOH was used instead of 1.0N hydrochloric acid for the preparation of the title compound. Starting materials: CC(C)[Si](C#CC(F)(F)Br)(C(C)C)C(C)C, C1CCOC1, CCCC[N+](CCCC)(CCCC)CCCC, CCCCCC=O, [F-]. Product: CCCCCC(O)C#CC(F)(F)Br. Reaction SMILES: [Br:1][C:2]([C:3]#[C:4][Si:5]([CH:6]([CH3:7])[CH3:8])([CH:9]([CH3:10])[CH3:11])[CH:12]([CH3:13])[CH3:14])([F:15])[F:16].[CH2:24]1[O:25][CH2:26][CH2:27][CH2:28]1.[CH2:30]([N+:31]([CH2:32][CH2:33][CH2:34][CH3:35])([CH2:36][CH2:37][CH2:38][CH3:39])[CH2:40][CH2:41][CH2:42][CH3:43])[CH2:44][CH2:45][CH3:46].[CH:17]([CH2:18][CH2:19][CH2:20][CH2:21][CH3:22])=[O:23].[F-:29]>>[Br:1][C:2]([C:3]#[C:4][CH:17]([CH2:18][CH2:19][CH2:20][CH2:21][CH3:22])[OH:23])([F:15])[F:16]. The reactants are CC12CCC(=O)C=C1CCC1C2=CCC2(C)C(=O)CCC12, CCCCCC, CC(C)=O, CN1CCCC1=O, O=C1CCC(=O)N1Cl, F, N. Yields the product CC12CC(F)C3(Cl)C(CCC4=CC(=O)CCC43C)C1CCC2=O. Reaction SMILES: [CH3:2][C:3]12[C:4](=[O:22])[CH2:5][CH2:6][CH:7]1[CH:8]1[CH2:9][CH2:10][C:11]3=[CH:12][C:13](=[O:21])[CH2:14][CH2:15][C:16]3([CH3:17])[C:18]1=[CH:19][CH2:20]2.[CH3:32][CH2:33][CH2:34][CH2:35][CH2:36][CH3:37].[CH3:38][C:39]([CH3:40])=[O:41].[CH3:42][N:43]1[CH2:44][CH2:45][CH2:46][C:47]1=[O:48].[Cl:23][N:24]1[C:25](=[O:26])[CH2:27][CH2:28][C:29]1=[O:30].[FH:1].[NH3:31]>>[F:1][CH:19]1[C:18]2([Cl:23])[CH:8]([CH:7]3[C:3]([CH3:2])([C:4](=[O:22])[CH2:5][CH2:6]3)[CH2:20]1)[CH2:9][CH2:10][C:11]1=[CH:12][C:13](=[O:21])[CH2:14][CH2:15][C:16]12[CH3:17]. Starting materials: O=C([O-])[O-], Cc1nc(-c2ccc(-c3ccc(C(=O)N4CCc5cc6c(cc54)C4(CCNCC4)CO6)cc3)c(C)c2)no1, CCC(C)=O, [K+], [K+], OCCCl. Yields the product Cc1nc(-c2ccc(-c3ccc(C(=O)N4CCc5cc6c(cc54)C4(CCN(CCO)CC4)CO6)cc3)c(C)c2)no1. Reaction SMILES: [C:39](=[O:40])([O-:41])[O-:42].[CH3:1][c:2]1[c:3](-[c:14]2[cH:15][cH:16][c:17]([C:20](=[O:21])[N:22]3[CH2:23][CH2:24][c:25]4[cH:26][c:27]5[c:28]([cH:29][c:30]43)[C:31]3([CH2:32][O:33]5)[CH2:34][CH2:35][NH:36][CH2:37][CH2:38]3)[cH:18][cH:19]2)[cH:4][cH:5][c:6](-[c:8]2[n:9][o:10][c:11]([CH3:13])[n:12]2)[cH:7]1.[CH3:49][C:50](=[O:51])[CH2:52][CH3:53].[K+:43].[K+:44].[OH:45][CH2:46][CH2:47][Cl:48]>>[CH3:1][c:2]1[c:3](-[c:14]2[cH:15][cH:16][c:17]([C:20](=[O:21])[N:22]3[CH2:23][CH2:24][c:25]4[cH:26][c:27]5[c:28]([cH:29][c:30]43)[C:31]3([CH2:32][O:33]5)[CH2:34][CH2:35][N:36]([CH2:47][CH2:46][OH:45])[CH2:37][CH2:38]3)[cH:18][cH:19]2)[cH:4][cH:5][c:6](-[c:8]2[n:9][o:10][c:11]([CH3:13])[n:12]2)[cH:7]1.